Dataset: the Open Reaction Database (ORD), a public repository of structured organic reaction records. Task: describe an organic reaction: reactants, conditions, products, and yield Reactants: BrB(Br)Br, O=C([O-])O, COc1cncc(C#Cc2ccccc2)c1, ClCCl, [Na+]. Product: Oc1cncc(C#Cc2ccccc2)c1. Reaction SMILES: [B:1]([Br:2])([Br:3])[Br:4].[C:21](=[O:22])([OH:23])[O-:24].[CH3:5][O:6][c:7]1[cH:8][n:9][cH:10][c:11]([C:13]#[C:14][c:15]2[cH:16][cH:17][cH:18][cH:19][cH:20]2)[cH:12]1.[Cl:26][CH2:27][Cl:28].[Na+:25]>>[OH:6][c:7]1[cH:8][n:9][cH:10][c:11]([C:13]#[C:14][c:15]2[cH:16][cH:17][cH:18][cH:19][cH:20]2)[cH:12]1. Run in CC(=O)C (acetone). The reactants are CC1=CC(=NC=C1)NC(CCl)=O (N-(4-Methyl-2-pyridyl)-α-chloroacetamide), CP(OC1=CC(=C(C=C1)Cl)Cl)([O-])=O.[K+] (potassium O-(3,4-dichlorophenyl) methylphosphonate). RXN SMILES: [CH3:1][C:2]1[CH:7]=[CH:6][N:5]=[C:4]([NH:8][C:9](=[O:12])[CH2:10]Cl)[CH:3]=1.[CH3:13][P:14](=[O:25])([O-:24])[O:15][C:16]1[CH:21]=[CH:20][C:19]([Cl:22])=[C:18]([Cl:23])[CH:17]=1.[K+]>CC(C)=O>[CH3:13][P:14](=[O:24])([O:15][C:16]1[CH:21]=[CH:20][C:19]([Cl:22])=[C:18]([Cl:23])[CH:17]=1)[O:25][CH2:10][C:9]([NH:8][C:4]1[CH:3]=[C:2]([CH3:1])[CH:7]=[CH:6][N:5]=1)=[O:12] |f:1.2|. Product: CP(OCC(=O)NC1=NC=CC(=C1)C)(OC1=CC(=C(C=C1)Cl)Cl)=O (O-[2-(4-methyl-2-pyridylamino)-2-ketoethyl] O-(3,4-dichlorophenyl) methylphosphonate). Procedure details: N-(4-Methyl-2-pyridyl)-α-chloroacetamide (18.5 grams), potassium O-(3,4-dichlorophenyl) methylphosphonate (29.5 grams) and acetone (150 ml) are charged into a glass reaction vessel equipped with a mechanical stirrer, thermometer and reflux condenser. The reaction mixture is stirred and heated at reflux for a period of about 18 hours. After this time the reaction mixture is cooled, filtered and stripped of acetone on a steam bath to yield a residue. The residue is extracted with chloroform and th... Starting materials: CCN=C=NCCCN(C)C, CCN(C(C)C)C(C)C, C1CCOC1, COc1ccc(Cn2nc(I)c3c(Oc4ccc(N)cc4F)ccnc32)cc1, CN1CCC(C(=O)O)C1=O, Cl, On1nnc2ccccc21. The product is COc1ccc(Cn2nc(I)c3c(Oc4ccc(NC(=O)C5CCN(C)C5=O)cc4F)ccnc32)cc1. RXN SMILES: [CH2:40]([N:41]=[C:42]=[N:43][CH2:44][CH2:45][CH2:46][N:47]([CH3:48])[CH3:49])[CH3:50].[CH2:61]([N:62]([CH:63]([CH3:64])[CH3:65])[CH:66]([CH3:67])[CH3:68])[CH3:69].[CH2:70]1[O:71][CH2:72][CH2:73][CH2:74]1.[CH3:1][O:2][c:3]1[cH:4][cH:5][c:6]([CH2:7][n:8]2[n:9][c:10]([I:26])[c:11]3[c:12]2[n:13][cH:14][cH:15][c:16]3[O:17][c:18]2[c:19]([F:25])[cH:20][c:21]([NH2:24])[cH:22][cH:23]2)[cH:27][cH:28]1.[CH3:29][N:30]1[C:31](=[O:38])[CH:32]([C:35](=[O:36])[OH:37])[CH2:33][CH2:34]1.[ClH:39].[n:51]1([OH:52])[c:53]2[cH:54][cH:55][cH:56][cH:57][c:58]2[n:59][n:60]1>>[CH3:1][O:2][c:3]1[cH:4][cH:5][c:6]([CH2:7][n:8]2[n:9][c:10]([I:26])[c:11]3[c:12]2[n:13][cH:14][cH:15][c:16]3[O:17][c:18]2[c:19]([F:25])[cH:20][c:21]([NH:24][C:35]([CH:32]3[C:31](=[O:38])[N:30]([CH3:29])[CH2:34][CH2:33]3)=[O:36])[cH:22][cH:23]2)[cH:27][cH:28]1. The reactants are Cl (HCl), C(C)(C)(C)OC(=O)N1C[C@H](CC1)OC1=C(C=CC(=C1)F)C(=O)N1CC=2C(=C3N=C(C(=C(N3N2)C)Cl)C)C1 ((S)-3-[2-(6-chloro-5,7-dimethyl-1H,3H-2,4,7a,8-tetraaza-cyclopenta[a]indene-2-carbonyl)-5-fluoro-phenoxy]-pyrrolidine-1-carboxylic acid tert-butyl ester). Run in O1CCOCC1 (1,4-dioxane). Reaction conditions: time 16 hour. Yields the product C(=O)O.ClC1=C(N2N=C3C(=C2N=C1C)CN(C3)C(=O)C3=C(C=C(C=C3)F)O[C@@H]3CNCC3)C ((6-chloro-5,7-dimethyl-1H,3H-2,4,7a,8-tetraaza-cyclopenta[a]inden-2-yl)-[4-fluoro-2-((S)-pyrrolidin-3-yloxy)-phenyl]-methanone formic acid salt). Yield: 3.8%. As a reaction SMILES: Cl.C([O:6][C:7]([N:9]1[CH2:13][CH2:12][C@H:11]([O:14][C:15]2[CH:20]=[C:19]([F:21])[CH:18]=[CH:17][C:16]=2[C:22]([N:24]2[CH2:38][C:27]3=[C:28]4[N:33]([N:34]=[C:26]3[CH2:25]2)[C:32]([CH3:35])=[C:31]([Cl:36])[C:30]([CH3:37])=[N:29]4)=[O:23])[CH2:10]1)=[O:8])(C)(C)C>O1CCOCC1>[CH:7]([OH:8])=[O:6].[Cl:36][C:31]1[C:30]([CH3:37])=[N:29][C:28]2[N:33]([N:34]=[C:26]3[CH2:25][N:24]([C:22]([C:16]4[CH:17]=[CH:18][C:19]([F:21])=[CH:20][C:15]=4[O:14][C@H:11]4[CH2:12][CH2:13][NH:9][CH2:10]4)=[O:23])[CH2:38][C:27]3=2)[C:32]=1[CH3:35] |f:3.4|. Reported procedure: HCl (2.64 mL) was added to a solution of (S)-3-[2-(6-chloro-5,7-dimethyl-1H,3H-2,4,7a,8-tetraaza-cyclopenta[a]indene-2-carbonyl)-5-fluoro-phenoxy]-pyrrolidine-1-carboxylic acid tert-butyl ester (1.4 g; 2.64 mmol; 1 eq.) in 1,4-dioxane (10 mL) and the reaction mixture was stirred at room temperature for 16 hours then concentrated in vacuo. The residue was taken up in DCM, washed with 0.1M NaOH, dried over magnesium sulfate and concentrated in vacuo. Purification by mass directed preparative HPLC ... Starting materials: CC(=O)O[BH-](OC(C)=O)OC(C)=O, CC(=O)O, NC(=O)c1ccc(Oc2ccc(C=O)cn2)cc1, ClCCl, [Na+], c1ccc(C2CCNC2)cc1. The product is NC(=O)c1ccc(Oc2ccc(CN3CCC(c4ccccc4)C3)cn2)cc1. Reaction SMILES: [C:30]([O:31][BH-:32]([O:33][C:34](=[O:35])[CH3:36])[O:37][C:38](=[O:39])[CH3:40])(=[O:41])[CH3:42].[C:44]([OH:45])(=[O:46])[CH3:47].[CH:1](=[O:2])[c:3]1[cH:4][cH:5][c:6]([O:9][c:10]2[cH:11][cH:12][c:13]([C:14](=[O:15])[NH2:16])[cH:17][cH:18]2)[n:7][cH:8]1.[Cl:48][CH2:49][Cl:50].[Na+:43].[c:19]1([CH:25]2[CH2:26][NH:27][CH2:28][CH2:29]2)[cH:20][cH:21][cH:22][cH:23][cH:24]1>>[CH2:1]([c:3]1[cH:4][cH:5][c:6]([O:9][c:10]2[cH:11][cH:12][c:13]([C:14](=[O:15])[NH2:16])[cH:17][cH:18]2)[n:7][cH:8]1)[N:27]1[CH2:26][CH:25]([c:19]2[cH:20][cH:21][cH:22][cH:23][cH:24]2)[CH2:29][CH2:28]1.